This data is from the Open Reaction Database (ORD), a public repository of structured organic reaction records. The task is: describe an organic reaction: reactants, conditions, products, and yield Reactants: C(C)N(C(C)C)C(C)C (ethyl diisopropylamine), FC(S(=O)(=O)OS(=O)(=O)C(F)(F)F)(F)F (trifluoromethanesulfonic anhydride), C(C)(C)N(C(COC1=C(C(=C(C=C1)O)C#N)C#N)=O)C(C)C (N,N-bis-(isopropyl)-2-(2,3-dicyano-4-hydroxy-phenoxy)-acetamide). Solvent: C(C)#N (acetonitrile). The product is C(C)(C)N(C(COC1=C(C(=C(C=C1)OS(=O)(=O)C(F)(F)F)C#N)C#N)=O)C(C)C ([4-[2-[bis-(isopropyl)-amino]-2-oxoethoxy]-2,3-dicyanophenyl]trifluoromethanesulfonate). Reaction SMILES: C(N(C(C)C)C(C)C)C.[F:10][C:11]([F:24])([F:23])[S:12]([O:15]S(C(F)(F)F)(=O)=O)(=[O:14])=[O:13].[CH:25]([N:28]([CH:44]([CH3:46])[CH3:45])[C:29](=[O:43])[CH2:30][O:31][C:32]1[CH:37]=[CH:36][C:35](O)=[C:34]([C:39]#[N:40])[C:33]=1[C:41]#[N:42])([CH3:27])[CH3:26]>C(#N)C>[CH:44]([N:28]([CH:25]([CH3:27])[CH3:26])[C:29](=[O:43])[CH2:30][O:31][C:32]1[CH:37]=[CH:36][C:35]([O:15][S:12]([C:11]([F:24])([F:23])[F:10])(=[O:14])=[O:13])=[C:34]([C:39]#[N:40])[C:33]=1[C:41]#[N:42])([CH3:46])[CH3:45]. Procedure details: 0.58 ml of ethyl diisopropylamine and 0.59 ml of trifluoromethanesulfonic anhydride were added to a solution of 900 mg of the product of Stage A in 50 ml of acetonitrile and the reaction medium was refluxed for one hour. Then, the solvent was evaporated under reduced pressure and the crude product obtained was chromatographed on silica, eluting with a cyclohexane-ethyl acetate mixture (50-50) to obtain 600 mg of the expected product. Reactants: O=[N+]([O-])c1nc(Br)n[nH]1, COS(=O)(=O)OC, CC(C)=O, [Na+], [OH-]. The product is Cn1nc([N+](=O)[O-])nc1Br. As a reaction SMILES: [Br:1][c:2]1[n:3][nH:4][c:5]([N+:7](=[O:8])[O-:9])[n:6]1.[CH3:12][O:13][S:14]([O:15][CH3:16])(=[O:17])=[O:18].[CH3:19][C:20](=[O:21])[CH3:22].[Na+:11].[OH-:10]>>[Br:1][c:2]1[n:3]([CH3:12])[n:4][c:5]([N+:7](=[O:8])[O-:9])[n:6]1. Reactants: ClS(=O)(=O)C1=CC=C(C(=O)O)C=C1 (4-Chlorosulfonylbenzoic acid), C(C=1C(N)=CC=CC1)(=O)OC (methyl anthranilate). Solvent: C(Cl)Cl (DCM), C([O-])([O-])=O.[K+].[K+] (potassium carbonate). Conditions: time 16 hour. The product is C(=O)(O)C1=CC=C(C=C1)S(=O)(=O)NC1=C(C(=O)OC)C=CC=C1 (methyl 2-(4-carboxybenzene-sulfonylamino)-benzoate). Reaction SMILES: Cl[S:2]([C:5]1[CH:13]=[CH:12][C:8]([C:9]([OH:11])=[O:10])=[CH:7][CH:6]=1)(=[O:4])=[O:3].[C:14]([O:23][CH3:24])(=[O:22])[C:15]1[C:16](=[CH:18][CH:19]=[CH:20][CH:21]=1)[NH2:17]>C(Cl)Cl.C(=O)([O-])[O-].[K+].[K+]>[C:9]([C:8]1[CH:12]=[CH:13][C:5]([S:2]([NH:17][C:16]2[CH:18]=[CH:19][CH:20]=[CH:21][C:15]=2[C:14]([O:23][CH3:24])=[O:22])(=[O:4])=[O:3])=[CH:6][CH:7]=1)([OH:11])=[O:10] |f:3.4.5|. Procedure details: 4-Chlorosulfonylbenzoic acid (2.21 g, 10 mmol) is added to a solution of the methyl anthranilate (1.51 g, 10 mmol) in 20 mL of DCM at RT. The reaction is stirred 16 h and then filtered to give a white solid. The solid is dissolved in diluted aqueous potassium carbonate and extracted with EtOAc. The aqueous phase is added slowly to an excess (25 mL) of 1 N aqueous HCl. A white solid precipitates and is collected by filtration, washed with water, and dried under vacuum to give methyl 2-(4-carboxyb... Starting materials: ClCC1=NC=CC(=C1C)SCCCSC=1C=CC=2N(N1)C(=CN2)[N+](=O)[O-] (6-[3-(2-chloromethyl-3-methylpyridin-4-ylsulfanyl)propylsulfanyl]-3-nitroimidazo[1,2-b]pyrid-azine), SC1=NC2=C(N1)C=CC=C2 (2-mercapto-1H-benzimidazole). Solvent: C(C)(C)O (isopropanol). The product is Cl.N1C(=NC2=C1C=CC=C2)SCC2=NC=CC(=C2C)SCCCSC=2C=CC=1N(N2)C(=CN1)[N+](=O)[O-] (6-{3-[2-(1H-benzimidazol-2-ylsulfanylmethyl)-3-methylpyridin-4-ylsulfanyl]propylsulfanyl}-3-nitroimidazo[1,2-b]pyridazine hydrochloride). The yield is 86.4%. Reaction SMILES: [Cl:1][CH2:2][C:3]1[C:8]([CH3:9])=[C:7]([S:10][CH2:11][CH2:12][CH2:13][S:14][C:15]2[CH:16]=[CH:17][C:18]3[N:19]([C:21]([N+:24]([O-:26])=[O:25])=[CH:22][N:23]=3)[N:20]=2)[CH:6]=[CH:5][N:4]=1.[SH:27][C:28]1[NH:32][C:31]2[CH:33]=[CH:34][CH:35]=[CH:36][C:30]=2[N:29]=1>C(O)(C)C>[ClH:1].[NH:29]1[C:30]2[CH:36]=[CH:35][CH:34]=[CH:33][C:31]=2[N:32]=[C:28]1[S:27][CH2:2][C:3]1[C:8]([CH3:9])=[C:7]([S:10][CH2:11][CH2:12][CH2:13][S:14][C:15]2[CH:16]=[CH:17][C:18]3[N:19]([C:21]([N+:24]([O-:26])=[O:25])=[CH:22][N:23]=3)[N:20]=2)[CH:6]=[CH:5][N:4]=1 |f:3.4|. Procedure: A suspension of 6-[3-(2-chloromethyl-3-methylpyridin-4-ylsulfanyl)propylsulfanyl]-3-nitroimidazo[1,2-b]pyrid-azine (0.39 g, 0.95 mmol) and 2-mercapto-1H-benzimidazole (160 mg, 1.05 mmol) in isopropanol (50 ml) is heated under reflux for 7 h. After cooling to room temperature, the precipitate is filtered off, washed with isopropanol and dried at 40° C. in vacuo. The title compound (0.46 g, 86%) is isolated as a beige solid. M.p. 200-207° C (dec.).